The task is: describe an organic reaction: reactants, conditions, products, and yield. This data is from the Open Reaction Database (ORD), a public repository of structured organic reaction records. The reactants are C(C)(=O)C1=CC(=C(OCCCN2CCC(CC2)C(C(=O)N)(C2=CC=C(C=C2)F)C2=CC=C(C=C2)F)C=C1)OC (1-[3-(4-acetyl-2-methoxyphenoxy)propyl]-α,α-bis(4-fluorophenyl)-4-piperidineacetamide), [BH4-].[Na+] (sodium borohydride). Yields the product FC1=CC=C(C=C1)C(C(=O)N)(C1CCN(CC1)CCCOC1=C(C=C(C=C1)C(C)O)OC)C1=CC=C(C=C1)F (α,α-Bis(4-fluorophenyl)-1-[3-[4-(1-hydroxyethyl)-2-methoxyphenoxy]propyl]-4-piperidineacetamide). As a reaction SMILES: [C:1]([C:4]1[CH:37]=[CH:36][C:7]([O:8][CH2:9][CH2:10][CH2:11][N:12]2[CH2:17][CH2:16][CH:15]([C:18]([C:29]3[CH:34]=[CH:33][C:32]([F:35])=[CH:31][CH:30]=3)([C:22]3[CH:27]=[CH:26][C:25]([F:28])=[CH:24][CH:23]=3)[C:19]([NH2:21])=[O:20])[CH2:14][CH2:13]2)=[C:6]([O:38][CH3:39])[CH:5]=1)(=[O:3])[CH3:2].[BH4-].[Na+]>>[F:28][C:25]1[CH:24]=[CH:23][C:22]([C:18]([C:29]2[CH:30]=[CH:31][C:32]([F:35])=[CH:33][CH:34]=2)([CH:15]2[CH2:14][CH2:13][N:12]([CH2:11][CH2:10][CH2:9][O:8][C:7]3[CH:36]=[CH:37][C:4]([CH:1]([OH:3])[CH3:2])=[CH:5][C:6]=3[O:38][CH3:39])[CH2:17][CH2:16]2)[C:19]([NH2:21])=[O:20])=[CH:27][CH:26]=1 |f:1.2|. Procedure: Using the procedure of Example 20, 1-[3-(4-acetyl-2-methoxyphenoxy)propyl]-α,α-bis(4-fluorophenyl)-4-piperidineacetamide is reduced with sodium borohydride to give the title compound. The reactants are BrBr (bromine), CC(C(C)=O)(CF)C (3,3-dimethyl-4-fluoro-butan-2-one), CCOCC (ether). The solvent is O (water). Product: BrCC(C(CF)(C)C)=O (1-bromo-3,3-dimethyl-4-fluoro-butan-2-one). Isolated yield 79.8%. RXN SMILES: [Br:1]Br.[CH3:3][C:4]([CH3:10])([CH2:8][F:9])[C:5](=[O:7])[CH3:6].CCOCC>O>[Br:1][CH2:6][C:5](=[O:7])[C:4]([CH3:10])([CH3:3])[CH2:8][F:9]. Procedure: 480 g of bromine were slowly added dropwise to a mixture of 354 g (3 mol) of 3,3-dimethyl-4-fluoro-butan-2-one and 2,000 ml of ether at 20° to 30° C., while cooling and stirring. The yellowish solution was subsequently stirred, at 20° C., for a further 1 hour and 500 ml of water were then added carefully. The ether phase was separated off, washed several times with water and dried over sodium sulphate. After distilling off the solvent, the residue was distilled under a waterpump vacuum. 472 g (8... Starting materials: COc1ccc2c(c1)CC(C)C1C2CCC2(C)C(=O)CCC12, C[Si](C)(C)[N-][Si](C)(C)C, [Cl-], CI, [Li+], [NH4+], C1CCOC1. Yields the product COc1ccc2c(c1)CC(C)C1C2CCC2(C)C(=O)C(C)CC12. As a reaction SMILES: [CH3:11][O:12][c:13]1[cH:14][c:15]2[c:28]([cH:29][cH:30]1)[CH:27]1[CH:18]([CH:17]([CH3:32])[CH2:16]2)[CH:19]2[CH2:20][CH2:21][C:22](=[O:31])[C:23]2([CH3:24])[CH2:25][CH2:26]1.[CH3:1][Si:2]([N-:3][Si:4]([CH3:5])([CH3:6])[CH3:7])([CH3:8])[CH3:9].[Cl-:35].[I:33][CH3:34].[Li+:10].[NH4+:36].[O:37]1[CH2:38][CH2:39][CH2:40][CH2:41]1>>[CH3:11][O:12][c:13]1[cH:14][c:15]2[c:28]([cH:29][cH:30]1)[CH:27]1[CH:18]([CH:17]([CH3:32])[CH2:16]2)[CH:19]2[CH2:20][CH:21]([CH3:34])[C:22](=[O:31])[C:23]2([CH3:24])[CH2:25][CH2:26]1. Reactants: BrCCCS(=NC(C1=CN=CC(=C1)C#CC1=CC(=CC=C1)NC(=O)C=1OC=CC1C)=O)(C1=CC=CC=C1)=O (N-[(3-bromopropyl)(oxido)phenyl--sulfanylidene]-5-({3-[(3-methyl-2-furoyl)amino]phenyl}ethynyl)nicotinamide), FC(C1CNCCC1)(F)F (3-(trifluoromethyl)piperidine). The product is CC1=C(OC=C1)C(=O)NC=1C=C(C=CC1)C#CC=1C=NC=C(C(=O)N=S(CCCN2CC(CCC2)C(F)(F)F)(C2=CC=CC=C2)=O)C1 (5-({3-[(3-methyl-2-furoyl)amino]phenyl}ethynyl)-N-[oxido(phenyl){3-[3-(trifluoromethyl)piperidin-1-yl]propyl}--sulfanylidene]nicotinamide). Reaction SMILES: Br[CH2:2][CH2:3][CH2:4][S:5](=[O:38])([C:32]1[CH:37]=[CH:36][CH:35]=[CH:34][CH:33]=1)=[N:6][C:7](=[O:31])[C:8]1[CH:13]=[C:12]([C:14]#[C:15][C:16]2[CH:21]=[CH:20][CH:19]=[C:18]([NH:22][C:23]([C:25]3[O:26][CH:27]=[CH:28][C:29]=3[CH3:30])=[O:24])[CH:17]=2)[CH:11]=[N:10][CH:9]=1.[F:39][C:40]([F:48])([F:47])[CH:41]1[CH2:46][CH2:45][CH2:44][NH:43][CH2:42]1>>[CH3:30][C:29]1[CH:28]=[CH:27][O:26][C:25]=1[C:23]([NH:22][C:18]1[CH:17]=[C:16]([C:15]#[C:14][C:12]2[CH:11]=[N:10][CH:9]=[C:8]([CH:13]=2)[C:7]([N:6]=[S:5](=[O:38])([C:32]2[CH:37]=[CH:36][CH:35]=[CH:34][CH:33]=2)[CH2:4][CH2:3][CH2:2][N:43]2[CH2:44][CH2:45][CH2:46][CH:41]([C:40]([F:48])([F:47])[F:39])[CH2:42]2)=[O:31])[CH:21]=[CH:20][CH:19]=1)=[O:24]. Reported procedure: In a manner similar to that described for example 508, N-[(3-bromopropyl)(oxido)phenyl--sulfanylidene]-5-({3-[(3-methyl-2-furoyl)amino]phenyl}ethynyl)nicotinamide and 3-(trifluoromethyl)piperidine were converted to the title compound.